This data is from the Open Reaction Database (ORD), a public repository of structured organic reaction records. The task is: describe an organic reaction: reactants, conditions, products, and yield The reactants are ClC1=C(C(=CC(=C1)C#C[Si](C)(C)C)Cl)NC1=NC2=CC=NC=C2C2=C1C=CN=C2OC (N-{2,6-dichloro-4-[(trimethylsilyl)ethynyl]phenyl}-10-methoxypyrido[4,3-c]-1,6-naphthyridin-6-amine), C(=O)([O-])[O-].[K+].[K+] (K2CO3). The solvent is CO (methanol). Run at time 8 hour. Product: ClC1=C(C(=CC(=C1)C#C)Cl)NC1=NC2=CC=NC=C2C2=C1C=CN=C2OC (N-(2,6-Dichloro-4-ethynylphenyl)-10-methoxypyrido[4,3-c]-1,6-naphthyridin-6-amine). Reaction SMILES: [Cl:1][C:2]1[CH:7]=[C:6]([C:8]#[C:9][Si](C)(C)C)[CH:5]=[C:4]([Cl:14])[C:3]=1[NH:15][C:16]1[C:25]2[CH:26]=[CH:27][N:28]=[C:29]([O:30][CH3:31])[C:24]=2[C:23]2[C:18](=[CH:19][CH:20]=[N:21][CH:22]=2)[N:17]=1.C([O-])([O-])=O.[K+].[K+]>CO>[Cl:14][C:4]1[CH:5]=[C:6]([C:8]#[CH:9])[CH:7]=[C:2]([Cl:1])[C:3]=1[NH:15][C:16]1[C:25]2[CH:26]=[CH:27][N:28]=[C:29]([O:30][CH3:31])[C:24]=2[C:23]2[C:18](=[CH:19][CH:20]=[N:21][CH:22]=2)[N:17]=1 |f:1.2.3|. Procedure: To a solution of N-{2,6-dichloro-4-[(trimethylsilyl)ethynyl]phenyl}-10-methoxypyrido[4,3-c]-1,6-naphthyridin-6-amine (118 mg, 0.25 mmol) in methanol (3 mL) was added K2CO3 (38.4 mg, 0.28 mmol) and stirred at room temperature overnight. The solvents were evaporated and the residue was diluted with ethyl acetate and washed with water followed by brine. The organic layer was dried with sodium sulfate, filtered and concentrated under reduced pressure to afford the title compound. Reactants: ClC1=CC=C(C=C1)C=1N=C2N(C=CC=C2)C1CC1=CC(=NC=N1)O (6-((2-(4-chlorophenyl)imidazo[1,2-a]pyridin-3-yl)methyl)pyrimidin-4-ol), O=P(Cl)(Cl)Cl (POCl3). Run in C(C)#N (ACN), CCOC(=O)C (EtOAc). Reaction conditions: temperature 65 celsius, time 1 hour. Product: ClC1=CC=C(C=C1)C=1N=C2N(C=CC=C2)C1CC1=NC=NC(=C1)Cl (2-(4-chlorophenyl)-3-((6-chloropyrimidin-4-yl)methyl)imidazo[1,2-a]pyridine). RXN SMILES: [Cl:1][C:2]1[CH:7]=[CH:6][C:5]([C:8]2[N:9]=[C:10]3[CH:15]=[CH:14][CH:13]=[CH:12][N:11]3[C:16]=2[CH2:17][C:18]2[N:23]=[CH:22][N:21]=[C:20](O)[CH:19]=2)=[CH:4][CH:3]=1.O=P(Cl)(Cl)[Cl:27]>C(#N)C.CCOC(C)=O>[Cl:1][C:2]1[CH:7]=[CH:6][C:5]([C:8]2[N:9]=[C:10]3[CH:15]=[CH:14][CH:13]=[CH:12][N:11]3[C:16]=2[CH2:17][C:18]2[CH:19]=[C:20]([Cl:27])[N:21]=[CH:22][N:23]=2)=[CH:4][CH:3]=1. Procedure: To a mixture of 360 mg of 6-((2-(4-chlorophenyl)imidazo[1,2-a]pyridin-3-yl)methyl)pyrimidin-4-ol (1.07 mmol, 1 eq) in 5 mL of ACN was added 0.98 mL of POCl3 (10.7 mmol. 10 eq). The mixture was heated to 65° C. and stirred for 1 h. The solution was then diluted with EtOAc, washed with NaHCO3, dried on MgSO4, filtered and concentrated (210 mg, 55%) m/e+=355 (M+H+). Starting materials: Cl.NC(C(=O)C1=CC(=C(C(=C1)C(C)(C)C)O)C(C)(C)C)C(C)C (2-amino-1-(3,5-di-tert-butyl-4-hydroxyphenyl)-3-methyl-1-butanone hydrochloride), [S-]C#N.[Na+] (sodium thiocyanate), Cl (hydrochloric acid). The solvent is C(C)(=O)O (acetic acid). Yields the product C(C)(C)(C)C=1C=C(C=C(C1O)C(C)(C)C)C=1NC(NC1C(C)C)=S (4-(3,5-di-tert-butyl-4-hydroxyphenyl)-5-isopropyl-2-thioxo-4-imidazoline). The yield is 23.2%. As a reaction SMILES: Cl.[NH2:2][CH:3]([CH:21]([CH3:23])[CH3:22])[C:4]([C:6]1[CH:11]=[C:10]([C:12]([CH3:15])([CH3:14])[CH3:13])[C:9]([OH:16])=[C:8]([C:17]([CH3:20])([CH3:19])[CH3:18])[CH:7]=1)=O.[S-:24][C:25]#[N:26].[Na+].Cl>C(O)(=O)C>[C:17]([C:8]1[CH:7]=[C:6]([C:4]2[NH:26][C:25](=[S:24])[NH:2][C:3]=2[CH:21]([CH3:23])[CH3:22])[CH:11]=[C:10]([C:12]([CH3:15])([CH3:14])[CH3:13])[C:9]=1[OH:16])([CH3:20])([CH3:19])[CH3:18] |f:0.1,2.3|. Procedure details: By following the same procedure as in Example 8 using 3.4 g of 2-amino-1-(3,5-di-tert-butyl-4-hydroxyphenyl)-3-methyl-1-butanone hydrochloride, 1.6 g of sodium thiocyanate, 1 ml of concentrated hydrochloric acid, and 31 ml of acetic acid and recrystallizing the reaction product from water-containing isopropanol, 0.8 g of 4-(3,5-di-tert-butyl-4-hydroxyphenyl)-5-isopropyl-2-thioxo-4-imidazoline was obtained.